This data is from the Open Reaction Database (ORD), a public repository of structured organic reaction records. The task is: describe an organic reaction: reactants, conditions, products, and yield Reactants: NC1=C(C=CC(=C1)CN1C=NC=C1)NC(C)=O (N-[2-amino-4-(1H-imidazol-1-ylmethyl)phenyl]acetamide), NC1=C(C=CC(=C1)C(C)N1C=NC=C1)NC(C)=O (N-[2-amino-4-[1-(1H-imidazol-1-yl)ethyl]phenyl]acetamide). Yields the product NC1=C(C=CC(=C1)C(C)N1C=NC=C1)NC=O (N-[2-amino-4-[1-(1H-imidazol-1-yl)ethyl]phenyl]formamide). As a reaction SMILES: NC1C=C(CN2C=CN=C2)C=CC=1NC(=O)C.[NH2:18][C:19]1[CH:24]=[C:23]([CH:25]([N:27]2[CH:31]=[CH:30][N:29]=[CH:28]2)[CH3:26])[CH:22]=[CH:21][C:20]=1[NH:32][C:33](=[O:35])C>>[NH2:18][C:19]1[CH:24]=[C:23]([CH:25]([N:27]2[CH:31]=[CH:30][N:29]=[CH:28]2)[CH3:26])[CH:22]=[CH:21][C:20]=1[NH:32][CH:33]=[O:35]. Procedure: N-[2-amino-4-(1H-imidazol-1-ylmethyl)phenyl]acetamide as a solid residue (int. 122); and N-[2-amino-4-[1-(1H-imidazol-1-yl)ethyl]phenyl]acetamide; mp. 211.7° C. (int. 123).